This data is from the Open Reaction Database (ORD), a public repository of structured organic reaction records. The task is: describe an organic reaction: reactants, conditions, products, and yield The product is COC(=O)C(Cc1cccc(OCC(=O)OC(C)(C)C)c1)OC. RXN SMILES: [CH2:16]([O:17][C:18](=[O:19])[CH:20]([O:21][CH3:22])[CH2:23][c:24]1[cH:25][cH:26][c:27]([O:28][CH2:29][C:30](=[O:31])[O:32][C:33]([CH3:34])([CH3:35])[CH3:36])[cH:37][cH:38]1)[CH3:39].[CH3:1][O:2][C:3]([CH:4]([CH2:5][c:6]1[cH:7][c:8]([OH:12])[cH:9][cH:10][cH:11]1)[O:13][CH3:14])=[O:15]>>[CH3:1][O:2][C:3]([CH:4]([CH2:5][c:6]1[cH:7][c:8]([O:12][CH2:29][C:30](=[O:31])[O:32][C:33]([CH3:34])([CH3:35])[CH3:36])[cH:9][cH:10][cH:11]1)[O:13][CH3:14])=[O:15]. Reactants: CCOC(=O)C(Cc1ccc(OCC(=O)OC(C)(C)C)cc1)OC, COC(=O)C(Cc1cccc(O)c1)OC. Reactants: CCO, O=Cc1c(OCCCCC(=O)O)cccc1OCc1ccccc1. The product is O=Cc1c(O)cccc1OCCCCC(=O)O. Reaction SMILES: [CH3:25][CH2:26][OH:27].[CH:1](=[O:2])[c:3]1[c:4]([O:5][CH2:6][CH2:7][CH2:8][CH2:9][C:10](=[O:11])[OH:12])[cH:13][cH:14][cH:15][c:16]1[O:17][CH2:18][c:19]1[cH:20][cH:21][cH:22][cH:23][cH:24]1>>[CH:1](=[O:2])[c:3]1[c:4]([O:5][CH2:6][CH2:7][CH2:8][CH2:9][C:10](=[O:11])[OH:12])[cH:13][cH:14][cH:15][c:16]1[OH:17].